From a dataset of the Open Reaction Database (ORD), a public repository of structured organic reaction records. describe an organic reaction: reactants, conditions, products, and yield Yields the product CCOC(=O)CC(=O)c1ccc(C)c(-n2c(C)cc(OCc3ccc(F)cc3F)c(Br)c2=O)c1. Reactants: Cc1ccc(C(=O)O)cc1-n1c(C)cc(OCc2ccc(F)cc2F)c(Br)c1=O, CCOC(=O)CC(=O)[O-], C1CCOC1, CC(C)[Mg+], [Cl-], [Cl-], O=C(Cl)C(=O)Cl, ClCCl, CN(C)C=O, O=C(O)CC(O)(CC(=O)O)C(=O)O. RXN SMILES: [Br:1][c:2]1[c:3](=[O:29])[n:4](-[c:19]2[cH:20][c:21]([C:22]([OH:23])=[O:24])[cH:25][cH:26][c:27]2[CH3:28])[c:5]([CH3:18])[cH:6][c:7]1[O:8][CH2:9][c:10]1[c:11]([F:17])[cH:12][c:13]([F:16])[cH:14][cH:15]1.[C:36]([CH2:37][C:38](=[O:39])[O-:40])(=[O:41])[O:42][CH2:43][CH3:44].[CH2:64]1[O:65][CH2:66][CH2:67][CH2:68]1.[CH:46]([Mg+:47])([CH3:48])[CH3:49].[Cl-:45].[Cl-:50].[Cl:30][C:31]([C:32]([Cl:33])=[O:34])=[O:35].[Cl:74][CH2:75][Cl:76].[O:69]=[CH:70][N:71]([CH3:72])[CH3:73].[OH:51][C:52]([CH2:53][C:54]([C:55](=[O:56])[OH:57])([CH2:58][C:59](=[O:60])[OH:61])[OH:62])=[O:63]>>[Br:1][c:2]1[c:3](=[O:29])[n:4](-[c:19]2[cH:20][c:21]([C:38]([CH2:37][C:36](=[O:41])[O:42][CH2:43][CH3:44])=[O:39])[cH:25][cH:26][c:27]2[CH3:28])[c:5]([CH3:18])[cH:6][c:7]1[O:8][CH2:9][c:10]1[c:11]([F:17])[cH:12][c:13]([F:16])[cH:14][cH:15]1. The reactants are ClC1=CC=C(C=C1)C1(CCC1)NC(=S)N (N-[1-(4-chlorophenyl)cyclobutyl]thiourea), BrC1(CCC1)C(=O)OCC (ethyl 1-bromocyclobutanecarboxylate). Yields the product ClC1=CC=C(C=C1)C1(CCC1)NC=1SC2(CCC2)C(N1)=O (6-{[1-(4-Chlorophenyl)cyclobutyl]amino}-5-thia-7-azaspiro[3.4]oct-6-en-8-one). Reaction SMILES: [Cl:1][C:2]1[CH:7]=[CH:6][C:5]([C:8]2([NH:12][C:13]([NH2:15])=[S:14])[CH2:11][CH2:10][CH2:9]2)=[CH:4][CH:3]=1.Br[C:17]1([C:21](OCC)=[O:22])[CH2:20][CH2:19][CH2:18]1>>[Cl:1][C:2]1[CH:3]=[CH:4][C:5]([C:8]2([NH:12][C:13]3[S:14][C:17]4([C:21](=[O:22])[N:15]=3)[CH2:20][CH2:19][CH2:18]4)[CH2:9][CH2:10][CH2:11]2)=[CH:6][CH:7]=1. Procedure details: Synthesis was performed from N-[1-(4-chlorophenyl)cyclobutyl]thiourea and ethyl 1-bromocyclobutanecarboxylate according to Method D. Starting materials: C1(=C(C=CC=C1)P(C1CCCCC1)C1CCCCC1)C1=CC=CC=C1 (biphenyl-2-yl-dicyclohexyl-phosphane), [Li+].C[Si](C)(C)[N-][Si](C)(C)C (LiHMDS), [Li+].C[Si](C)(C)[N-][Si](C)(C)C (LiHMDS), [NH4+].[Cl-] (NH4Cl), ClC1=NC=CC(=C1)C=1N(N=C(C1)C(F)(F)F)C1=CC=C(C=C1)F (2-Chloro-4-[2-(4-fluoro-phenyl)-5-trifluoromethyl-2H-pyrazol-3-yl]-pyridine), C1(=C(C=CC=C1)P(C1CCCCC1)C1CCCCC1)C1=CC=CC=C1 (biphenyl-2-yl-dicyclohexyl-phosphane). The reagents and catalysts are C=1C=CC(=CC1)/C=C/C(=O)/C=C/C2=CC=CC=C2.C=1C=CC(=CC1)/C=C/C(=O)/C=C/C2=CC=CC=C2.C=1C=CC(=CC1)/C=C/C(=O)/C=C/C2=CC=CC=C2.[Pd].[Pd] (Pd2(dba)3), C=1C=CC(=CC1)/C=C/C(=O)/C=C/C2=CC=CC=C2.C=1C=CC(=CC1)/C=C/C(=O)/C=C/C2=CC=CC=C2.C=1C=CC(=CC1)/C=C/C(=O)/C=C/C2=CC=CC=C2.[Pd].[Pd] (Pd2(dba)3). Run in C1CCOC1 (THF), C1CCOC1 (THF), O (water), C1CCOC1 (THF). Run at temperature 65 celsius. Product: FC1=CC=C(C=C1)N1N=C(C=C1C1=CC(=NC=C1)N)C(F)(F)F (4-[2-(4-fluoro-phenyl)-5-trifluoromethyl-2H-pyrazol-3-yl]-pyridin-2-ylamine). Yield: 94.9%. Reaction SMILES: Cl[C:2]1[CH:7]=[C:6]([C:8]2[N:9]([C:17]3[CH:22]=[CH:21][C:20]([F:23])=[CH:19][CH:18]=3)[N:10]=[C:11]([C:13]([F:16])([F:15])[F:14])[CH:12]=2)[CH:5]=[CH:4][N:3]=1.C1(C2C=CC=CC=2)C=CC=CC=1P(C1CCCCC1)C1CCCCC1.[Li+].C[Si]([N-:54][Si](C)(C)C)(C)C.[NH4+].[Cl-]>C1COCC1.C1C=CC(/C=C/C(/C=C/C2C=CC=CC=2)=O)=CC=1.C1C=CC(/C=C/C(/C=C/C2C=CC=CC=2)=O)=CC=1.C1C=CC(/C=C/C(/C=C/C2C=CC=CC=2)=O)=CC=1.[Pd].[Pd].O>[F:23][C:20]1[CH:21]=[CH:22][C:17]([N:9]2[C:8]([C:6]3[CH:5]=[CH:4][N:3]=[C:2]([NH2:54])[CH:7]=3)=[CH:12][C:11]([C:13]([F:16])([F:15])[F:14])=[N:10]2)=[CH:18][CH:19]=1 |f:2.3,4.5,7.8.9.10.11|. Procedure: 2-Chloro-4-[2-(4-fluoro-phenyl)-5-trifluoromethyl-2H-pyrazol-3-yl]-pyridine (120 mg, 0.35 mmol), Pd2(dba)3 (32 mg, 0.04 mmol) and biphenyl-2-yl-dicyclohexyl-phosphane (32 mg, 0.09 mmol) are mixed in a reaction vial and dry THF (2.0 mL) is added. Then Argon is bubbled through the solution for 5 min and 1.0 M LiHMDS (0.88 mL, 0.88 mmol) in THF is added. The reaction vial is sealed and heated at 65° C. for 16 hrs. More Pd2(dba)3 (32 mg, 0.04 mmol), biphenyl-2-yl-dicyclohexyl-phosphane (32 mg, 0.09 ... The reactants are COc1cc2c(cc1C(F)(F)F)NCC2, CN(C)C=O, O=C(Nc1cc(-c2ccccc2)cc(-c2cccnc2)c1)Oc1ccccc1. Product: COc1cc2c(cc1C(F)(F)F)N(C(=O)Nc1cc(-c3ccccc3)cc(-c3cccnc3)c1)CC2. Reaction SMILES: [CH3:29][O:30][c:31]1[cH:32][c:33]2[c:37]([cH:38][c:39]1[C:40]([F:41])([F:42])[F:43])[NH:36][CH2:35][CH2:34]2.[O:44]=[CH:45][N:46]([CH3:47])[CH3:48].[c:1]1(-[c:7]2[cH:8][c:9](-[c:23]3[cH:24][n:25][cH:26][cH:27][cH:28]3)[cH:10][c:11]([NH:13][C:14]([O:15][c:16]3[cH:17][cH:18][cH:19][cH:20][cH:21]3)=[O:22])[cH:12]2)[cH:2][cH:3][cH:4][cH:5][cH:6]1>>[c:1]1(-[c:7]2[cH:8][c:9](-[c:23]3[cH:24][n:25][cH:26][cH:27][cH:28]3)[cH:10][c:11]([NH:13][C:14](=[O:22])[N:36]3[CH2:35][CH2:34][c:33]4[cH:32][c:31]([O:30][CH3:29])[c:39]([C:40]([F:41])([F:42])[F:43])[cH:38][c:37]43)[cH:12]2)[cH:2][cH:3][cH:4][cH:5][cH:6]1. The reactants are C1CCOC1, O=c1[nH]c(=O)n(CCCCO)c2ccccc12, O=S(Cl)Cl, c1ccncc1. Product: O=c1[nH]c(=O)n(CCCCCl)c2ccccc12. Reaction SMILES: [O:28]1[CH2:29][CH2:30][CH2:31][CH2:32]1.[OH:1][CH2:2][CH2:3][CH2:4][CH2:5][n:6]1[c:7](=[O:17])[nH:8][c:9](=[O:16])[c:10]2[cH:11][cH:12][cH:13][cH:14][c:15]12.[S:18]([Cl:19])([Cl:20])=[O:21].[cH:22]1[cH:23][cH:24][n:25][cH:26][cH:27]1>>[CH2:2]([CH2:3][CH2:4][CH2:5][n:6]1[c:7](=[O:17])[nH:8][c:9](=[O:16])[c:10]2[cH:11][cH:12][cH:13][cH:14][c:15]12)[Cl:20]. The reactants are NC=1C(NC(N(C1N)CC1CCCCC1)=S)=O (5,6-Diamino-1-cyclohexylmethyl-2-thioxo-2,3-dihydro-1H-pyrimidin-4-one), NC1=C(C(NC(N1CCCOC)=S)=O)N=O (6-amino-1-(3-methoxypropyl)-5-nitroso 2-thioxo-2,3-dihydro-1H-pyrimidin-4-one), C(OCC)(OCC)OCC (triethyl orthoformate). Reagents/catalysts: [Pt] (Platinum on carbon). The solvent is C(C)O (ethanol), O1CCCC1 (tetrahydrofuran), O (water). Conditions: time 2 hour. Product: COCCCN1C(NC(C=2NC=NC12)=O)=S (3-(3-Methoxypropyl)-2-thioxanthine). Isolated yield 6.2%. Reaction SMILES: [NH2:1][C:2]1[N:7]([CH2:8][CH2:9][CH2:10][O:11][CH3:12])[C:6](=[S:13])[NH:5][C:4](=[O:14])[C:3]=1[N:15]=O.N[C:18]1C(=O)NC(=S)N(CC2CCCCC2)C=1N.C(OCC)(OCC)OCC>[Pt].O1CCCC1.O.C(O)C>[CH3:12][O:11][CH2:10][CH2:9][CH2:8][N:7]1[C:2]2[N:1]=[CH:18][NH:15][C:3]=2[C:4](=[O:14])[NH:5][C:6]1=[S:13]. Reported procedure: Platinum on carbon (0.5 g) was added to a solution of the crude 6-amino-1-(3-methoxypropyl)-5-nitroso 2-thioxo-2,3-dihydro-1H-pyrimidin-4-one (1.80 g, 7.38 mmol) in tetrahydrofuran (80 mL) and water (20 mL) and the reaction mixture was hydrogenated at atmospheric pressure for 2 h. The catalyst was filtered off and the pale brown filtrate was co-evaporated with ethanol (250 mL). The resulting brown solid, 1.6 g, was used in the next step without further purification. 5,6-Diamino-1-cyclohexylmethy... Starting materials: ClC1=CC=C(C=C1)C1=C(C=C(N1)C(=O)OCC)S(=O)(=O)C(C(F)F)(F)F (ethyl 5-(p-chlorophenyl)-4-[(1,1,2,2-tetrafluoroethyl)sulfonyl]pyrrole-2-carboxylate), [OH-].[Na+] (sodium hydroxide), Cl (hydrochloric acid), ice water. Solvent: C(C)O (ethanol), O (water). The product is ClC1=CC=C(C=C1)C1=C(C=C(N1)C(=O)O)S(=O)(=O)C(C(F)F)(F)F (5-(p-Chlorophenyl)-4-[(1,1,2,2-tetrafluoroethyl)sulfonyl]pyrrole-2-carboxylic acid). Yield: 129.6%. As a reaction SMILES: [Cl:1][C:2]1[CH:7]=[CH:6][C:5]([C:8]2[NH:12][C:11]([C:13]([O:15]CC)=[O:14])=[CH:10][C:9]=2[S:18]([C:21]([F:26])([F:25])[CH:22]([F:24])[F:23])(=[O:20])=[O:19])=[CH:4][CH:3]=1.[OH-].[Na+].Cl>C(O)C.O>[Cl:1][C:2]1[CH:3]=[CH:4][C:5]([C:8]2[NH:12][C:11]([C:13]([OH:15])=[O:14])=[CH:10][C:9]=2[S:18]([C:21]([F:26])([F:25])[CH:22]([F:23])[F:24])(=[O:19])=[O:20])=[CH:6][CH:7]=1 |f:1.2|. Procedure: A solution of ethyl 5-(p-chlorophenyl)-4-[(1,1,2,2-tetrafluoroethyl)sulfonyl]pyrrole-2-carboxylate (0.54 g, 0.0012 mol) in ethanol is treated under nitrogen with a solution of sodium hydroxide (0.26 g, 0.0065 mol) in water. The reaction mixture is refluxed for three hours, poured into ice-water, treated with hydrochloric acid and extracted with ethyl acetate. The combined organic extracts are washed with water and brine, dried over anhydrous sodium sulfate and concentrated in vacuo to obtain the... Reactants: CS(C)=O, CC(C)(C)[O-], Cl, [K+], Cc1ncc(C#N)c(N)n1, NO, NO. Product: Cc1ncc(C(N)=NO)c(N)n1. RXN SMILES: [CH3:22][S:23](=[O:24])[CH3:25].[CH3:6][C:7]([CH3:8])([O-:9])[CH3:10].[ClH:3].[K+:11].[NH2:12][c:13]1[n:14][c:15]([CH3:21])[n:16][cH:17][c:18]1[C:19]#[N:20].[NH2:1][OH:2].[NH2:4][OH:5]>>[N:1]([OH:2])=[C:19]([c:18]1[c:13]([NH2:12])[n:14][c:15]([CH3:21])[n:16][cH:17]1)[NH2:20]. The reactants are CSC=1C(C(C(C1)C=CC(CCCCC)O)=CCCCCCC(=O)OC)=O (2-methylthio-5-(6-methoxycarbonylhexylidene)-4-(3-hydroxy-1-octenyl)-2-cyclopentenone), ·KHSO4 ·K2SO4, C(C)(=O)OCC (ethyl acetate), C(O)([O-])=O.[Na+] (sodium hydrogencarbonate). Solvent: CO (methanol), O (water). Run at time 30 minute. Product: CS(=O)C=1C(C(C(C1)C=CC(CCCCC)O)=CCCCCCC(=O)OC)=O (2-methylsulfinyl-5-(6-methoxycarbonylhexylidene)-4-(3-hydroxy-1-octenyl)-2-cyclopentenone). Yield: 16.0%. Reaction SMILES: [CH3:1][S:2][C:3]1[C:4](=[O:27])[C:5](=[CH:17][CH2:18][CH2:19][CH2:20][CH2:21][CH2:22][C:23]([O:25][CH3:26])=[O:24])[CH:6]([CH:8]=[CH:9][CH:10]([OH:16])[CH2:11][CH2:12][CH2:13][CH2:14][CH3:15])[CH:7]=1.C(OCC)(=[O:30])C.C(=O)([O-])O.[Na+]>CO.O>[CH3:1][S:2]([C:3]1[C:4](=[O:27])[C:5](=[CH:17][CH2:18][CH2:19][CH2:20][CH2:21][CH2:22][C:23]([O:25][CH3:26])=[O:24])[CH:6]([CH:8]=[CH:9][CH:10]([OH:16])[CH2:11][CH2:12][CH2:13][CH2:14][CH3:15])[CH:7]=1)=[O:30] |f:2.3|. Reported procedure: To a solution of 17.6 mg of 2-methylthio-5-(6-methoxycarbonylhexylidene)-4-(3-hydroxy-1-octenyl)-2-cyclopentenone obtained in Example 34 in methanol (0.5 ml) was added a solution of 2KHSO5 ·KHSO4 ·K2SO4 (27.4 mg) in water (0.2 ml) at 0° C., and the mixture was stirred for 30 minutes. To the reaction mixture were added ethyl acetate and saturated aqueous sodium hydrogencarbonate, and the product was extracted into the organic layer. The extract was washed with saturated aqueous sodium chloride, d...